From a dataset of the Open Reaction Database (ORD), a public repository of structured organic reaction records. describe an organic reaction: reactants, conditions, products, and yield The reactants are C(C)OC(C(C(=O)OCC)C(C)C1=CC=C(C=C1)C1=C(C=C(C=C1)F)F)=O (1-(2',4'-difluoro-4-biphenylyl)ethylmalonic acid diethyl ester), C(=O)=O (CO2), [OH-].[K+] (KOH), Cl (HCl). The solvent is C(C)(=O)O (acetic acid). Yields the product FC1=C(C=CC(=C1)F)C1=CC=C(C=C1)C(CC(=O)O)C (3-(2',4'-difluoro-4-biphenylyl)butyric acid). RXN SMILES: C([O:3][C:4](=[O:27])[CH:5]([CH:11]([C:13]1[CH:18]=[CH:17][C:16]([C:19]2[CH:24]=[CH:23][C:22]([F:25])=[CH:21][C:20]=2[F:26])=[CH:15][CH:14]=1)[CH3:12])C(OCC)=O)C.[OH-].[K+].Cl.C(=O)=O>C(O)(=O)C>[F:26][C:20]1[CH:21]=[C:22]([F:25])[CH:23]=[CH:24][C:19]=1[C:16]1[CH:17]=[CH:18][C:13]([CH:11]([CH3:12])[CH2:5][C:4]([OH:27])=[O:3])=[CH:14][CH:15]=1 |f:1.2|. Reported procedure: A solution of crude 1-(2',4'-difluoro-4-biphenylyl)ethylmalonic acid, obtained by saponifying 2 g. of 1-(2',4'-difluoro-4-biphenylyl)ethylmalonic acid diethyl ester with ethanolic KOH under N2, in 20 ml. of acetic acid and 20 ml. of 15% HCl is heated under reflux under N2 until evolution of CO2 has ceased. After cooling, the customary work up gives 3-(2',4'-difluoro-4-biphenylyl)butyric acid, m.p. 109°-110°.